From a dataset of the Open Reaction Database (ORD), a public repository of structured organic reaction records. describe an organic reaction: reactants, conditions, products, and yield Starting materials: CC(C)(C)[Si](C)(C)OC1CCC(OCc2ccccc2)CC1F, CO, [OH-], [OH-], [Pd+2]. Product: CC(C)(C)[Si](C)(C)OC1CCC(O)CC1F. As a reaction SMILES: [CH2:1]([c:2]1[cH:3][cH:4][cH:5][cH:6][cH:7]1)[O:8][CH:9]1[CH2:10][CH:11]([F:23])[CH:12]([O:15][Si:16]([CH3:17])([CH3:18])[C:19]([CH3:20])([CH3:21])[CH3:22])[CH2:13][CH2:14]1.[CH3:24][OH:25].[OH-:26].[OH-:27].[Pd+2:28]>>[OH:8][CH:9]1[CH2:10][CH:11]([F:23])[CH:12]([O:15][Si:16]([CH3:17])([CH3:18])[C:19]([CH3:20])([CH3:21])[CH3:22])[CH2:13][CH2:14]1. Starting materials: COC(=O)c1ccc(C(=O)O)cc1, CN(C)c1ccncc1, [Cl-], Nc1cc(Cl)n2nc(C(F)(F)F)cc2n1, c1ccncc1. Product: COC(=O)c1ccc(C(=O)Nc2cc(Cl)n3nc(C(F)(F)F)cc3n2)cc1. As a reaction SMILES: [CH3:17][O:18][C:19]([c:20]1[cH:21][cH:22][c:23]([C:24](=[O:25])[OH:26])[cH:27][cH:28]1)=[O:29].[CH3:36][N:37]([CH3:38])[c:39]1[cH:40][cH:41][n:42][cH:43][cH:44]1.[Cl-:16].[Cl:1][c:2]1[cH:3][c:4]([NH2:15])[n:5][c:6]2[n:7]1[n:8][c:9]([C:11]([F:12])([F:13])[F:14])[cH:10]2.[cH:30]1[cH:31][cH:32][n:33][cH:34][cH:35]1>>[Cl:1][c:2]1[cH:3][c:4]([NH:15][C:24]([c:23]2[cH:22][cH:21][c:20]([C:19]([O:18][CH3:17])=[O:29])[cH:28][cH:27]2)=[O:25])[n:5][c:6]2[n:7]1[n:8][c:9]([C:11]([F:12])([F:13])[F:14])[cH:10]2. Starting materials: NC1=NC=CC(=N1)C1=CN=C2N1C=CC=C2 (2-amino-4-(imidazo[1,2-a]pyridin-3-yl)pyrimidine), BrC1=CC=C(C(=O)C2=CC=C(C=C2)C)C=C1 (4-bromo4′-methylbenzophenone). Product: CC1=CC=C(C(=O)C2=CC=C(NC3=NC=CC(=N3)C3=CN=C4N3C=CC=C4)C=C2)C=C1 (2-[4-(4-Methylbenzoyl)anilino)-4-(imidazo-[1,2-a]-pyridin-3-yl)pyrimidine). The yield is 17.0%. Reaction SMILES: [NH2:1][C:2]1[N:7]=[C:6]([C:8]2[N:12]3[CH:13]=[CH:14][CH:15]=[CH:16][C:11]3=[N:10][CH:9]=2)[CH:5]=[CH:4][N:3]=1.Br[C:18]1[CH:32]=[CH:31][C:21]([C:22]([C:24]2[CH:29]=[CH:28][C:27]([CH3:30])=[CH:26][CH:25]=2)=[O:23])=[CH:20][CH:19]=1>>[CH3:30][C:27]1[CH:28]=[CH:29][C:24]([C:22]([C:21]2[CH:31]=[CH:32][C:18]([NH:1][C:2]3[N:7]=[C:6]([C:8]4[N:12]5[CH:13]=[CH:14][CH:15]=[CH:16][C:11]5=[N:10][CH:9]=4)[CH:5]=[CH:4][N:3]=3)=[CH:19][CH:20]=2)=[O:23])=[CH:25][CH:26]=1. Reported procedure: The title compound was prepared from 2-amino-4-(imidazo[1,2-a]pyridin-3-yl)pyrimidine and 4-bromo4′-methylbenzophenone following the general method of Example 2. The crude product was purified by column chromatography on silica gel using chloroform/ethanol, 98:2, as the eluent affording 52 mg (17% yield) of the title compound as a yellow solid: mp 238.9-239.2° C.; 1H NMR (400 MHz, DMSO-d6) δ 10.15-10.13 (m, 2 H), 8.64 (s, 1 H), 8.50 (d, J=5.3 Hz, 1 H), 7.96 (d, J=8.5 Hz, 2 H), 7.79-7.74 (m, 3 H)... The reactants are OCC1COc2ccccc2C1, Cc1ccc(S(=O)(=O)Cl)cc1, c1ccncc1. Yields the product Cc1ccc(S(=O)(=O)OCC2COc3ccccc3C2)cc1. RXN SMILES: [OH:12][CH2:13][CH:14]1[CH2:15][O:16][c:17]2[cH:18][cH:19][cH:20][cH:21][c:22]2[CH2:23]1.[c:1]1([CH3:11])[cH:2][cH:3][c:4]([S:7](=[O:8])(=[O:9])[Cl:10])[cH:5][cH:6]1.[cH:24]1[cH:25][cH:26][n:27][cH:28][cH:29]1>>[c:1]1([CH3:11])[cH:2][cH:3][c:4]([S:7](=[O:8])(=[O:9])[O:12][CH2:13][CH:14]2[CH2:15][O:16][c:17]3[cH:18][cH:19][cH:20][cH:21][c:22]3[CH2:23]2)[cH:5][cH:6]1. Starting materials: CC(C)(C)OC(=O)c1ccc(Br)cc1, O=C([O-])[O-], CN(C)CC(=O)O, CCOC(C)=O, [Cl-], CCOC(=O)C1CCOc2cc(O)c(Cl)cc21, Cl, [Cs+], [Cs+], C1COCCO1. The product is CCOC(=O)C1CCOc2cc(Oc3ccc(C(=O)OC(C)(C)C)cc3)c(Cl)cc21. Reaction SMILES: [Br:1][c:2]1[cH:3][cH:4][c:5]([C:6](=[O:7])[O:8][C:9]([CH3:10])([CH3:11])[CH3:12])[cH:13][cH:14]1.[C:41](=[O:42])([O-:43])[O-:44].[CH3:33][N:34]([CH3:35])[CH2:36][C:37]([OH:38])=[O:39].[CH3:53][CH2:54][O:55][C:56](=[O:57])[CH3:58].[Cl-:40].[Cl:15][c:16]1[cH:17][c:18]2[c:23]([cH:24][c:25]1[OH:26])[O:22][CH2:21][CH2:20][CH:19]2[C:27](=[O:28])[O:29][CH2:30][CH3:31].[ClH:32].[Cs+:45].[Cs+:46].[O:47]1[CH2:48][CH2:49][O:50][CH2:51][CH2:52]1>>[c:2]1([O:26][c:25]2[c:16]([Cl:15])[cH:17][c:18]3[c:23]([cH:24]2)[O:22][CH2:21][CH2:20][CH:19]3[C:27](=[O:28])[O:29][CH2:30][CH3:31])[cH:3][cH:4][c:5]([C:6](=[O:7])[O:8][C:9]([CH3:10])([CH3:11])[CH3:12])[cH:13][cH:14]1. Reactants: example 5 ( i ), C(C)OC(C1=C(C(=CC=C1F)N)N)=O (2,3-Diamino-6-fluoro-benzoic acid ethyl ester), COC(C(Cl)(Cl)Cl)=N (2,2,2-trichloro-acetimidic acid methyl ester). Yields the product C(C)OC(=O)C1=C(C=CC=2NC(=NC21)C(Cl)(Cl)Cl)F (5-Fluoro-2-trichloromethyl-1H-benzoimidazole-4-carboxylic acid ethyl ester). RXN SMILES: [CH2:1]([O:3][C:4](=[O:14])[C:5]1[C:10]([F:11])=[CH:9][CH:8]=[C:7]([NH2:12])[C:6]=1[NH2:13])[CH3:2].CO[C:17](=N)[C:18]([Cl:21])([Cl:20])[Cl:19]>>[CH2:1]([O:3][C:4]([C:5]1[C:6]2[N:13]=[C:17]([C:18]([Cl:21])([Cl:20])[Cl:19])[NH:12][C:7]=2[CH:8]=[CH:9][C:10]=1[F:11])=[O:14])[CH3:2]. Procedure: 5-Fluoro-2-trichloromethyl-1H-benzoimidazole-4-carboxylic acid ethyl ester was prepared by a procedure according to example 5 (i) starting from 150.0 mg (0.76 mmol) 2,3-Diamino-6-fluoro-benzoic acid ethyl ester and 133 μl (1.06 mmol) 2,2,2-trichloro-acetimidic acid methyl ester.